From a dataset of the Open Reaction Database (ORD), a public repository of structured organic reaction records. describe an organic reaction: reactants, conditions, products, and yield The reactants are ClC1=CC2=C(C3=C(CN=C2C2=CC=CC=C2)N=C(NC3=O)C)C=C1 (9-chloro-3-methyl-7-phenyl-5H-pyrimido[4,5-d][2]benzazepin-1(2H)-one), P(=O)(Cl)(Cl)Cl (phosphorous oxychloride). Solvent: C(Cl)Cl (methylene chloride). Product: ClC1=NC(=NC=2CN=C(C3=C(C21)C=CC(=C3)Cl)C3=CC=CC=C3)C (1,9-Dichloro-3-methyl-7-phenyl-5H-pyrimido[4,5-d][2]benzazepine). RXN SMILES: [Cl:1][C:2]1[CH:24]=[CH:23][C:5]2[C:6]3[C:20](=O)[NH:19][C:18]([CH3:22])=[N:17][C:7]=3[CH2:8][N:9]=[C:10]([C:11]3[CH:16]=[CH:15][CH:14]=[CH:13][CH:12]=3)[C:4]=2[CH:3]=1.P(Cl)(Cl)([Cl:27])=O>C(Cl)Cl>[Cl:27][C:20]1[C:6]2[C:5]3[CH:23]=[CH:24][C:2]([Cl:1])=[CH:3][C:4]=3[C:10]([C:11]3[CH:16]=[CH:15][CH:14]=[CH:13][CH:12]=3)=[N:9][CH2:8][C:7]=2[N:17]=[C:18]([CH3:22])[N:19]=1. Procedure: A solution of 3.5 g (10.4 mmol) of 9-chloro-3-methyl-7-phenyl-5H-pyrimido[4,5-d][2]benzazepin-1(2H)-one and 22 mL of phosphorous oxychloride in 100 mL of methylene chloride was stirred at room temperature for 18 hr. The reaction mixture was concentrated at reduced pressure to a solid residue. The residue was partitioned between ice cold saturated aqueous sodium bicarbonate and methylene chloride. The methylene chloride solution was dried over anhydrous sodium sulfate and concentrated at reduced ... Starting materials: C(C)(C)N(C(C)C)CC (N,N-diisopropylethylamine), ClC1=NC(=CC(=N1)Cl)Cl (2,4,6-trichloropyrimidine), NC1=CC=CC=C1 (aniline). The solvent is O1CCCC1 (tetrahydrofuran), O1CCCC1 (tetrahydrofuran). Conditions: time 8 hour. Product: ClC1=NC(=NC(=C1)Cl)NC1=CC=CC=C1 (4,6-dichloro-N-phenyl-2-pyrimidinamine). RXN SMILES: Cl[C:2]1[N:7]=[C:6]([Cl:8])[CH:5]=[C:4]([Cl:9])[N:3]=1.[NH2:10][C:11]1[CH:16]=[CH:15][CH:14]=[CH:13][CH:12]=1.C(N(CC)C(C)C)(C)C>O1CCCC1>[Cl:9][C:4]1[CH:5]=[C:6]([Cl:8])[N:7]=[C:2]([NH:10][C:11]2[CH:16]=[CH:15][CH:14]=[CH:13][CH:12]=2)[N:3]=1. Reported procedure: A solution of 2,4,6-trichloropyrimidine (5.5 g, 30 mmol) in tetrahydrofuran (15 mL) was added dropwise to a solution of aniline (2.8 mL, 1 equivalent) in tetrahydrofuran (25 mL). N,N-diisopropylethylamine (5.2 mL) was added and the solution was stirred at room temperature overnight. The solvent was removed and the crude material was purified by flash chromatography on silica gel. The column was eluted with 3% ethyl acetate in hexane, followed by 15% ethyl acetate in hexane. The eluent was remove... Starting materials: BrCC=1C=C(C=CC1)C1=C(SC(=C1)CC(C)C)S(=O)(=O)NC(C)(C)C (3-(3-Bromomethylphenyl)-5-iso-butyl-N-tert-butylthiophene-2-sulfonamide), N1C=NC=C1 (imidazole). The solvent is O1CCOCC1 (dioxane). Reaction conditions: temperature 80 celsius, time 1 hour. Yields the product N1(C=NC=C1)CC=1C=C(C=CC1)C1=C(SC(=C1)CC(C)C)S(=O)(=O)NC(C)(C)C (3-(3-Imidazol-1-ylmethylphenyl)-5-iso-butyl-N-tert-butylthiophene-2-sulfonamide), syrup. The yield is 67.7%. As a reaction SMILES: Br[CH2:2][C:3]1[CH:4]=[C:5]([C:9]2[CH:13]=[C:12]([CH2:14][CH:15]([CH3:17])[CH3:16])[S:11][C:10]=2[S:18]([NH:21][C:22]([CH3:25])([CH3:24])[CH3:23])(=[O:20])=[O:19])[CH:6]=[CH:7][CH:8]=1.[NH:26]1[CH:30]=[CH:29][N:28]=[CH:27]1>O1CCOCC1>[N:26]1([CH2:2][C:3]2[CH:4]=[C:5]([C:9]3[CH:13]=[C:12]([CH2:14][CH:15]([CH3:17])[CH3:16])[S:11][C:10]=3[S:18]([NH:21][C:22]([CH3:25])([CH3:24])[CH3:23])(=[O:20])=[O:19])[CH:6]=[CH:7][CH:8]=2)[CH:30]=[CH:29][N:28]=[CH:27]1. Procedure: To a solution of 3-(3-bromomethylphenyl)-5-iso-butyl-N-tert-butylthiophene-2-sulfonamide (58 mg, 0.13 mmol; see step (e)) in dioxane (2.0 mL) was added imidazole (22 mg, 0.33 mmol) and the reaction mixture was stirred for 1 h at 80° C. The reaction mixture was concentrated in vacuo and the residue was purified by flash chromatography using MeOH:CH2Cl2 (5:95) as eluent to give the sub-title compound in 68% yield as a colourless syrup (38.4 mg, 0.088 mmol). Starting materials: Cn1cccc1, CC(=O)O, O=C1C(Cl)=CC(=O)c2ncccc21. Yields the product Cn1cccc1C1=C(Cl)C(=O)c2cccnc2C1=O. As a reaction SMILES: [CH3:14][n:15]1[cH:16][cH:17][cH:18][cH:19]1.[CH3:20][C:21](=[O:22])[OH:23].[Cl:1][C:2]1=[CH:11][C:10](=[O:12])[c:9]2[c:4]([cH:5][cH:6][cH:7][n:8]2)[C:3]1=[O:13]>>[Cl:1][C:2]1=[C:11]([c:16]2[n:15]([CH3:14])[cH:19][cH:18][cH:17]2)[C:10](=[O:12])[c:9]2[c:4]([cH:5][cH:6][cH:7][n:8]2)[C:3]1=[O:13]. Starting materials: NCCCNCCC (1,5-diaza-octane), N1=C(C=CC=C1)C=O (pyridine-2-carboxaldehyde). Solvent: C1=CC=CC=C1 (benzene), C1=CC=CC=C1 (benzene). Product: C(CC)N1C(NCCC1)C1=NC=CC=C1 (N-PROPYL-2-(2-PYRIDYL)-HEXAHYDROPYRIMIDINE). RXN SMILES: [NH2:1][CH2:2][CH2:3][CH2:4][NH:5][CH2:6][CH2:7][CH3:8].[N:9]1[CH:14]=[CH:13][CH:12]=[CH:11][C:10]=1[CH:15]=O>C1C=CC=CC=1>[CH2:6]([N:5]1[CH2:4][CH2:3][CH2:2][NH:1][CH:15]1[C:10]1[CH:11]=[CH:12][CH:13]=[CH:14][N:9]=1)[CH2:7][CH3:8]. Procedure details: To a stirred solution of 1,5-diazaoctane (16) (0.58 g, 0.005 mol) in dry benzene (20 mL) was added dropwise pyridine-2-carboxaldehyde (0.535 g, 0.005 mol) in dry benzene (10 mL). The resulting solution was refluxed for 2 hr using a Dean-Stark trap to remove water. Finally, the solvent was removed completely by distillation to give compound (17) in quantitative yield (1.0 g). Starting materials: [N+](=O)([O-])C1=CC=C(C=C1)OC(=O)C=1C2=C(C(=NC1)OC)OC(=C2)COC (7-methoxy-2-methoxymethylfuro[2,3-c]pyridine-4-carboxylic acid 4-nitrophenyl ester), NC1=C(C=NC=C1Cl)Cl (4-amino-3,5-dichloropyridine). The product is ClC=1C=NC=C(C1NC(=O)C=1C2=C(C(=NC1)OC)OC(=C2)COC)Cl (7-Methoxy-2-methoxymethylfuro[2,3-c]pyridine-4-carboxylic acid (3,5-dichloropyridin-4-yl)amide). Isolated yield 90.8%. RXN SMILES: [N+](C1C=CC(O[C:11]([C:13]2[C:14]3[CH:23]=[C:22]([CH2:24][O:25][CH3:26])[O:21][C:15]=3[C:16]([O:19][CH3:20])=[N:17][CH:18]=2)=[O:12])=CC=1)([O-])=O.[NH2:27][C:28]1[C:33]([Cl:34])=[CH:32][N:31]=[CH:30][C:29]=1[Cl:35]>>[Cl:35][C:29]1[CH:30]=[N:31][CH:32]=[C:33]([Cl:34])[C:28]=1[NH:27][C:11]([C:13]1[C:14]2[CH:23]=[C:22]([CH2:24][O:25][CH3:26])[O:21][C:15]=2[C:16]([O:19][CH3:20])=[N:17][CH:18]=1)=[O:12]. Procedure: Starting from 7-methoxy-2-methoxymethylfuro[2,3-c]pyridine-4-carboxylic acid 4-nitrophenyl ester (300 mg) and 4-amino-3,5-dichloropyridine (54 mg). Purification by column chromatography on silica eluting with 1% methanol in dichloromethane gave the title compound (115 mg) as a white solid. Starting materials: C(C)OC1=CC=C(C=N1)C(=O)O (6-ethoxy-3-pyridinecarboxylic acid), Cl.ClC=1C=C(C=CC1[C@@H]1CNCCO1)NC(C1=CC(=NC=C1)OCC)=O ((R)—N-(3-Chloro-4-(morpholin-2-yl)phenyl)-2-ethoxyisonicotinamide hydrochloride). Yields the product Cl.ClC=1C=C(C=CC1[C@@H]1CNCCO1)NC(C1=CN=C(C=C1)OCC)=O ((R)—N-(3-Chloro-4-(morpholin-2-yl)phenyl)-6-ethoxynicotinamide hydrochloride). Reaction SMILES: [CH2:1]([O:3][C:4]1[N:9]=[CH:8][C:7]([C:10]([OH:12])=O)=[CH:6][CH:5]=1)[CH3:2].Cl.[Cl:14][C:15]1[CH:16]=[C:17]([NH:27]C(=O)C2C=CN=C(OCC)C=2)[CH:18]=[CH:19][C:20]=1[C@H:21]1[O:26][CH2:25][CH2:24][NH:23][CH2:22]1>>[ClH:14].[Cl:14][C:15]1[CH:16]=[C:17]([NH:27][C:10](=[O:12])[C:7]2[CH:6]=[CH:5][C:4]([O:3][CH2:1][CH3:2])=[N:9][CH:8]=2)[CH:18]=[CH:19][C:20]=1[C@H:21]1[O:26][CH2:25][CH2:24][NH:23][CH2:22]1 |f:1.2,3.4|. Procedure details: In analogy to Example 83, step a) using 6-ethoxy-3-pyridinecarboxylic acid (CAS 97455-65-7) instead of 2-(trifluoromethyl)-4-pyridinecarboxylic acid (CAS 131747-41-6) and (+)-(R)-2-(4-Amino-2-chloro-phenyl)-morpholine-4-carboxylic acid tert-butyl ester (preparation described in example 91) instead of (+)-(R)-2-(4-Amino-2-fluoro-phenyl)-morpholine-4-carboxylic acid tert-butyl ester. Off-white solid. MS (ISP): 362.0 ([M+H]+)